From a dataset of the Open Reaction Database (ORD), a public repository of structured organic reaction records. describe an organic reaction: reactants, conditions, products, and yield The reactants are [N+](=O)([O-])C1=C(C=CC(=C1)CCCCCC)O (2-nitro-4-hexylphenol), C(C=1C(O)=CC=CC1)(=O)N (salicylamide), [H][H] (hydrogen), [H][H] (hydrogen), [H][H] (hydrogen), C1CCCCC1 (cyclohexane). Reagents/catalysts: [Pd] (palladium on carbon). The solvent is C(C)O (ethanol). Conditions: time 4 hour. Yields the product OC1=C(C=CC=C1)C=1OC2=C(N1)C=C(C=C2)CCCCCC (2-(2-Hydroxyphenyl)-5-hexylbenzoxazole). RXN SMILES: [N+:1]([C:4]1[CH:9]=[C:8]([CH2:10][CH2:11][CH2:12][CH2:13][CH2:14][CH3:15])[CH:7]=[CH:6][C:5]=1[OH:16])([O-])=O.[H][H].[C:19](N)(=O)[C:20]1[C:21](=[CH:23][CH:24]=[CH:25][CH:26]=1)[OH:22].C1CCCCC1>[Pd].C(O)C>[OH:22][C:21]1[CH:23]=[CH:24][CH:25]=[CH:26][C:20]=1[C:19]1[O:16][C:5]2[CH:6]=[CH:7][C:8]([CH2:10][CH2:11][CH2:12][CH2:13][CH2:14][CH3:15])=[CH:9][C:4]=2[N:1]=1. Procedure: A mixture of 22.8 g. (0.102 mole) of 2-nitro-4-hexylphenol and 0.25 g. of 5% palladium on carbon slurried in 150 ml of 95% ethanol was placed in a 250 ml hydrogenation bottle. The bottle was stoppered under an atmosphere of 45 psi of hydrogen and shaken at room temperature. The hydrogen was replenished during reaction. After three hours hydrogen uptake was complete. The mixture then was filtered through a sintered glass funnel and the filtrate was stripped of solvent under reduced pressure. The ... Reactants: O (water), BrCCC(C)(C1=CC=CC=C1)C (1-bromo-3-methyl-3-phenylbutane), N1(CCNCC1)C(=O)OCC (ethyl piperazinecarboxylate), C([O-])([O-])=O.[K+].[K+] (potassium carbonate). The solvent is O1CCCC1 (tetrahydrofuran). The product is CC(CCN1CCN(CC1)C(=O)OCC)(C)C1=CC=CC=C1 (ethyl 4-(3-methyl-3-phenylbutyl)piperazine-1-carboxylate). Yield: 81.8%. RXN SMILES: Br[CH2:2][CH2:3][C:4]([CH3:12])([C:6]1[CH:11]=[CH:10][CH:9]=[CH:8][CH:7]=1)[CH3:5].[N:13]1([C:19]([O:21][CH2:22][CH3:23])=[O:20])[CH2:18][CH2:17][NH:16][CH2:15][CH2:14]1.C(=O)([O-])[O-].[K+].[K+].O>O1CCCC1>[CH3:5][C:4]([C:6]1[CH:11]=[CH:10][CH:9]=[CH:8][CH:7]=1)([CH3:12])[CH2:3][CH2:2][N:16]1[CH2:15][CH2:14][N:13]([C:19]([O:21][CH2:22][CH3:23])=[O:20])[CH2:18][CH2:17]1 |f:2.3.4|. Reported procedure: A solution of 1-bromo-3-methyl-3-phenylbutane (0.73 g), ethyl piperazinecarboxylate (0.51 g) and anhydrous potassium carbonate (0.50 g) in tetrahydrofuran (5 ml) was refluxed under heating for 36 hours. To the reaction solution was added water and the solution was extracted with ethyl acetate. After washing with a saturated aqueous solution of sodium chloride, the ethyl acetate layer was dried over anhydrous sodium sulfate and concentrated under reduced pressure. The resultant residue was subjec... Reactants: CC(=O)OC1CN2C(=O)N(c3cc(Cl)cc(Cl)c3)C(=O)C2(Cc2ccc(Br)cc2)C1, C1CCOC1, CO, [Li+], [OH-], O. The product is O=C1N(c2cc(Cl)cc(Cl)c2)C(=O)C2(Cc3ccc(Br)cc3)CC(O)CN12. As a reaction SMILES: [Br:1][c:2]1[cH:3][cH:4][c:5]([CH2:6][C:7]23[C:8](=[O:28])[N:9]([c:20]4[cH:21][c:22]([Cl:27])[cH:23][c:24]([Cl:26])[cH:25]4)[C:10](=[O:19])[N:11]2[CH2:12][CH:13]([O:15][C:16](=[O:17])[CH3:18])[CH2:14]3)[cH:29][cH:30]1.[CH2:34]1[O:35][CH2:36][CH2:37][CH2:38]1.[CH3:39][OH:40].[Li+:33].[OH-:32].[OH2:31]>>[Br:1][c:2]1[cH:3][cH:4][c:5]([CH2:6][C:7]23[C:8](=[O:28])[N:9]([c:20]4[cH:21][c:22]([Cl:27])[cH:23][c:24]([Cl:26])[cH:25]4)[C:10](=[O:19])[N:11]2[CH2:12][CH:13]([OH:15])[CH2:14]3)[cH:29][cH:30]1. The reactants are C1CCOC1, CO, COC(=O)Cc1ccc2nc(Nc3ccc(F)cc3C)oc2c1F, [Na+], [OH-]. Yields the product Cc1cc(F)ccc1Nc1nc2ccc(CC(=O)O)c(F)c2o1. Reaction SMILES: [CH2:27]1[O:28][CH2:29][CH2:30][CH2:31]1.[CH3:32][OH:33].[F:1][c:2]1[cH:3][c:4]([CH3:24])[c:5]([NH:8][c:9]2[o:10][c:11]3[c:12]([n:13]2)[cH:14][cH:15][c:16]([CH2:19][C:20](=[O:21])[O:22][CH3:23])[c:17]3[F:18])[cH:6][cH:7]1.[Na+:26].[OH-:25]>>[F:1][c:2]1[cH:3][c:4]([CH3:24])[c:5]([NH:8][c:9]2[o:10][c:11]3[c:12]([n:13]2)[cH:14][cH:15][c:16]([CH2:19][C:20](=[O:21])[OH:22])[c:17]3[F:18])[cH:6][cH:7]1. Reactants: BrC1=CC(=C(C(=O)OC)C=C1)CBr (4-Bromo-2-bromomethylbenzoic acid, methyl ester), C1(=CC=CC=C1)P(C1=CC=CC=C1)C1=CC=CC=C1 (triphenylphosphine). The solvent is C(C)#N (acetonitrile). Product: [Br-].BrC=1C=CC(=C(C1)C[P+](C1=CC=CC=C1)(C1=CC=CC=C1)C1=CC=CC=C1)C(=O)OC ([[5-Bromo-2-methoxycarbonylphenyl]methyl]triphenylphosphonium bromide). Reaction SMILES: [Br:1][C:2]1[CH:11]=[CH:10][C:5]([C:6]([O:8][CH3:9])=[O:7])=[C:4]([CH2:12]Br)[CH:3]=1.[C:14]1([P:20]([C:27]2[CH:32]=[CH:31][CH:30]=[CH:29][CH:28]=2)[C:21]2[CH:26]=[CH:25][CH:24]=[CH:23][CH:22]=2)[CH:19]=[CH:18][CH:17]=[CH:16][CH:15]=1>C(#N)C>[Br-:1].[Br:1][C:2]1[CH:11]=[CH:10][C:5]([C:6]([O:8][CH3:9])=[O:7])=[C:4]([CH2:12][P+:20]([C:21]2[CH:22]=[CH:23][CH:24]=[CH:25][CH:26]=2)([C:27]2[CH:32]=[CH:31][CH:30]=[CH:29][CH:28]=2)[C:14]2[CH:15]=[CH:16][CH:17]=[CH:18][CH:19]=2)[CH:3]=1 |f:3.4|. Reported procedure: The product of step (i) (26.45 g) and triphenylphosphine (11.7 g) in acetonitrile (100 ml) was heated under reflux for 1.5 hours. The solvent was evaporated and the residue triturated with diethyl ether. The precipitate was collected. Yield 22.8 g. Used directly in the next step. Starting materials: COCCBr, CCN(C(C)C)C(C)C, Cl, NC1CCCN(c2c(Br)cnc3[nH]cc(NC(=O)C4CC4)c23)C1, CN(C)C=O, O. Yields the product COCCNC1CCCN(c2c(Br)cnc3[nH]cc(NC(=O)C4CC4)c23)C1. As a reaction SMILES: [Br:25][CH2:26][CH2:27][O:28][CH3:29].[CH:30]([N:31]([CH2:32][CH3:33])[CH:34]([CH3:35])[CH3:36])([CH3:37])[CH3:38].[ClH:1].[NH2:2][CH:3]1[CH2:4][N:5]([c:9]2[c:10]3[c:11]([n:12][cH:13][c:14]2[Br:15])[nH:16][cH:17][c:18]3[NH:19][C:20](=[O:21])[CH:22]2[CH2:23][CH2:24]2)[CH2:6][CH2:7][CH2:8]1.[O:40]=[CH:41][N:42]([CH3:43])[CH3:44].[OH2:39]>>[NH:2]([CH:3]1[CH2:4][N:5]([c:9]2[c:10]3[c:11]([n:12][cH:13][c:14]2[Br:15])[nH:16][cH:17][c:18]3[NH:19][C:20](=[O:21])[CH:22]2[CH2:23][CH2:24]2)[CH2:6][CH2:7][CH2:8]1)[CH2:26][CH2:27][O:28][CH3:29]. Reactants: C#Cc1cnccc1-c1nc2cc(C(F)(F)F)ccc2o1, CCOC(C)=O, [H][H]. The product is CCc1cnccc1-c1nc2cc(C(F)(F)F)ccc2o1. RXN SMILES: [C:1](#[CH:2])[c:3]1[cH:4][n:5][cH:6][cH:7][c:8]1-[c:9]1[o:10][c:11]2[c:12]([n:13]1)[cH:14][c:15]([C:18]([F:19])([F:20])[F:21])[cH:16][cH:17]2.[CH3:24][CH2:25][O:26][C:27](=[O:28])[CH3:29].[H:22][H:23]>>[CH2:1]([CH3:2])[c:3]1[cH:4][n:5][cH:6][cH:7][c:8]1-[c:9]1[o:10][c:11]2[c:12]([n:13]1)[cH:14][c:15]([C:18]([F:19])([F:20])[F:21])[cH:16][cH:17]2.